Dataset: the Open Reaction Database (ORD), a public repository of structured organic reaction records. Task: describe an organic reaction: reactants, conditions, products, and yield Reactants: CO, Cc1cc([N+](=O)[O-])ccc1OCC(C)(C)O. Product: Cc1cc(N)ccc1OCC(C)(C)O. RXN SMILES: [CH3:17][OH:18].[CH3:1][C:2]([CH2:3][O:4][c:5]1[c:6]([CH3:14])[cH:7][c:8]([N+:11]([O-:12])=[O:13])[cH:9][cH:10]1)([CH3:15])[OH:16]>>[CH3:1][C:2]([CH2:3][O:4][c:5]1[c:6]([CH3:14])[cH:7][c:8]([NH2:11])[cH:9][cH:10]1)([CH3:15])[OH:16].